From a dataset of the Open Reaction Database (ORD), a public repository of structured organic reaction records. describe an organic reaction: reactants, conditions, products, and yield The reactants are C(=O)(C(F)(F)F)O (TFA), C(C)(C)(C)OC(NC[C@H]1CN(CCC1)C1=NC(=NC2=CC(=CC=C12)C)C1=C(C=CC=C1)O)=O (tert-Butyl-((S)-1-(2-(2-hydroxyphenyl)-7-methylquinazolin-4-yl)piperidin-3-yl)methylcarbamate), [OH-].[Na+] (NaOH). The solvent is C(Cl)Cl (CH2Cl2). Reaction conditions: time 1 hour. Product: NC[C@H]1CN(CCC1)C1=NC(=NC2=CC(=CC=C12)C)C1=C(C=CC=C1)O (2-(4-((S)-3-(aminomethyl)piperidin-1-yl)-7-methylquinazolin-2-yl)phenol). Isolated yield 73.6%. Reaction SMILES: C(OC(=O)[NH:7][CH2:8][C@@H:9]1[CH2:14][CH2:13][CH2:12][N:11]([C:15]2[C:24]3[C:19](=[CH:20][C:21]([CH3:25])=[CH:22][CH:23]=3)[N:18]=[C:17]([C:26]3[CH:31]=[CH:30][CH:29]=[CH:28][C:27]=3[OH:32])[N:16]=2)[CH2:10]1)(C)(C)C.C(O)(C(F)(F)F)=O.[OH-].[Na+]>C(Cl)Cl>[NH2:7][CH2:8][C@@H:9]1[CH2:14][CH2:13][CH2:12][N:11]([C:15]2[C:24]3[C:19](=[CH:20][C:21]([CH3:25])=[CH:22][CH:23]=3)[N:18]=[C:17]([C:26]3[CH:31]=[CH:30][CH:29]=[CH:28][C:27]=3[OH:32])[N:16]=2)[CH2:10]1 |f:2.3|. Reported procedure: To tert-Butyl-((S)-1-(2-(2-hydroxyphenyl)-7-methylquinazolin-4-yl)piperidin-3-yl)methylcarbamate (700 mg, 1.56 mmol) was added 20 mL CH2Cl2 followed by addition of 7 mL of TFA. After the reaction was stirred for 1 hour it was neutralized with a 1.0 M aqueous NaOH solution. The mixture was partitioned between H2O and CH2Cl2, and separated, and the aqueous layer was extracted with CH2Cl2. The combined organic layers were dried over MgSO4, filtered, and concentrated to yield 2-(4-((S)-3-(aminomethy...